From a dataset of the Open Reaction Database (ORD), a public repository of structured organic reaction records. describe an organic reaction: reactants, conditions, products, and yield The reactants are B(C=1C=CC(=CC1)C)(O)O (p-Tolylboronic acid), C([O-])([O-])=O.[Cs+].[Cs+] (cesium carbonate), C(CCC)(=O)Cl (Butyryl chloride). The reagents and catalysts are C=1C=CC(=CC1)[P](C=2C=CC=CC2)(C=3C=CC=CC3)[Pd]([P](C=4C=CC=CC4)(C=5C=CC=CC5)C=6C=CC=CC6)([P](C=7C=CC=CC7)(C=8C=CC=CC8)C=9C=CC=CC9)[P](C=1C=CC=CC1)(C=1C=CC=CC1)C=1C=CC=CC1 (tetrakis(triphenylphosphine)palladium(0)). Solvent: C1(=CC=CC=C1)C (toluene), CCOCC (ether). Run at temperature 100 celsius. The product is CC1=CC=C(C=C1)C(CCC)=O (1-(4-methylphenyl)-1-butanone). Yield: 75.2%. RXN SMILES: B(O)(O)[C:2]1[CH:3]=[CH:4][C:5]([CH3:8])=[CH:6][CH:7]=1.[C:11](=[O:14])([O-])[O-].[Cs+].[Cs+].[C:17](Cl)(=O)[CH2:18][CH2:19]C>C1(C)C=CC=CC=1.CCOCC.C1C=CC([P]([Pd]([P](C2C=CC=CC=2)(C2C=CC=CC=2)C2C=CC=CC=2)([P](C2C=CC=CC=2)(C2C=CC=CC=2)C2C=CC=CC=2)[P](C2C=CC=CC=2)(C2C=CC=CC=2)C2C=CC=CC=2)(C2C=CC=CC=2)C2C=CC=CC=2)=CC=1>[CH3:8][C:5]1[CH:4]=[CH:3][C:2]([C:11](=[O:14])[CH2:17][CH2:18][CH3:19])=[CH:7][CH:6]=1 |f:1.2.3,^1:38,40,59,78|. Procedure details: p-Tolylboronic acid (0.150 g, 1.10 mmol), tetrakis(triphenylphosphine)palladium(0) (0.064 g, 0.055 mmol), and cesium carbonate (1.80 g, 5.52 mmol) were suspended in toluene (25 mL). The reaction mixture was purged under a vigorous flow of nitrogen for 15 minutes. Butyryl chloride (0.344 mL, 3.31 mmol) was added, and the reaction mixture was heated at 100° C. under an atmosphere of nitrogen for 24 h. The reaction mixture was cooled to ambient temperature and diluted with ether (100 mL). The organ... Reactants: [N+](=O)([O-])C=1C(=NC=C(C1)C(F)(F)F)O (3-Nitro-5-(trifluoromethyl)pyridin-2-ol), O(Br)Br.[P+5] (Phosphorus(V) oxybromide). The solvent is C(C)#N (acetonitrile). Reaction conditions: time 8 hour. The product is BrC1=NC=C(C=C1[N+](=O)[O-])C(F)(F)F (2-Bromo-3-nitro-5-trifluoromethyl-pyridine). Reaction SMILES: [N+:1]([C:4]1[C:5](O)=[N:6][CH:7]=[C:8]([C:10]([F:13])([F:12])[F:11])[CH:9]=1)([O-:3])=[O:2].O(Br)[Br:16].[P+5]>C(#N)C>[Br:16][C:5]1[C:4]([N+:1]([O-:3])=[O:2])=[CH:9][C:8]([C:10]([F:13])([F:12])[F:11])=[CH:7][N:6]=1 |f:1.2|. Procedure details: 3-Nitro-5-(trifluoromethyl)pyridin-2-ol (31.00 g, 149 mmol) was dissolved in acetonitrile (250 ml) to give a dark brown solution. Phosphorus(V) oxybromide (85 g, 298 mmol) was added and the mixture was heated at reflux for 4.5 hours and then stirred at RT overnight. The reaction mixture was quenched by pouring into vigorously stirring water (600 ml) containing sodium hydrogencarbonate (110 g). The dark brown mixture was extracted with DCM (3×200 ml) and the organic phase was washed with water (2... Product: FC1=C(C(=C(OCC(=O)O)C=C1)C)NCC1=C(C=CC(=C1)C1=CC(=CC=C1)F)F (2-[4-Fluoro-3-[[2-fluoro-5-(3-fluorophenyl)phenyl]methylamino]-2-methyl-phenoxy]acetic acid). Isolated yield 80.2%. Procedure details: To a solution of ethyl 2-[4-fluoro-3-[[2-fluoro-5-(3-fluorophenyl)phenyl]methylamino]-2-methyl-phenoxy]acetate (200 mg, 0.466 mmol, 1.0 eq) in THF (8 mL) was added NaOH (1M aqueous solution, 4 mL, 4.0 mmol, 9.0 eq) at 0° C. The reaction mixture was stirred at room temperature for 1 h, then the organic solvent removed under reduced pressure and the aqueous solution diluted with water and adjusted to pH 4-6 by addition of diluted HCl. The precipitate that formed was collected by filtration, washed... Run in C1CCOC1 (THF). Starting materials: FC1=C(C(=C(OCC(=O)OCC)C=C1)C)NCC1=C(C=CC(=C1)C1=CC(=CC=C1)F)F (ethyl 2-[4-fluoro-3-[[2-fluoro-5-(3-fluorophenyl)phenyl]methylamino]-2-methyl-phenoxy]acetate), [OH-].[Na+] (NaOH). RXN SMILES: [F:1][C:2]1[CH:14]=[CH:13][C:5]([O:6][CH2:7][C:8]([O:10]CC)=[O:9])=[C:4]([CH3:15])[C:3]=1[NH:16][CH2:17][C:18]1[CH:23]=[C:22]([C:24]2[CH:29]=[CH:28][CH:27]=[C:26]([F:30])[CH:25]=2)[CH:21]=[CH:20][C:19]=1[F:31].[OH-].[Na+]>C1COCC1>[F:1][C:2]1[CH:14]=[CH:13][C:5]([O:6][CH2:7][C:8]([OH:10])=[O:9])=[C:4]([CH3:15])[C:3]=1[NH:16][CH2:17][C:18]1[CH:23]=[C:22]([C:24]2[CH:29]=[CH:28][CH:27]=[C:26]([F:30])[CH:25]=2)[CH:21]=[CH:20][C:19]=1[F:31] |f:1.2|. Reaction conditions: time 1 hour. Reactants: N (ammonia), CC1=CC=C(C=C1)COC(=O)NNC(=O)C2=NC=CN=C2 (pH10), FC(C(=O)O)(F)F (Trifluoroacetic acid), OC1=C(C=C(C=C1)C(F)(F)F)C1=CC=NN1C1CN(C1)C(=O)OC(C)(C)C (tert-butyl 3-{5-[2-hydroxy-5-(trifluoromethyl)phenyl]-1H-pyrazol-1-yl}azetidine-1-carboxylate). Solvent: ClCCl (dichloromethane), O (water). Reaction conditions: time 3 hour. The product is N1CC(C1)N1N=CC=C1C1=C(C=CC(=C1)C(F)(F)F)O (2-(1-Azetidin-3-yl-1H-pyrazol-5-yl)-4-(trifluoromethyl)phenol). Reaction SMILES: FC(F)(F)C(O)=O.[OH:8][C:9]1[CH:14]=[CH:13][C:12]([C:15]([F:18])([F:17])[F:16])=[CH:11][C:10]=1[C:19]1[N:23]([CH:24]2[CH2:27][N:26](C(OC(C)(C)C)=O)[CH2:25]2)[N:22]=[CH:21][CH:20]=1.N.CC1C=CC(COC(NNC(C2C=NC=CN=2)=O)=O)=CC=1>ClCCl.O>[NH:26]1[CH2:25][CH:24]([N:23]2[C:19]([C:10]3[CH:11]=[C:12]([C:15]([F:16])([F:17])[F:18])[CH:13]=[CH:14][C:9]=3[OH:8])=[CH:20][CH:21]=[N:22]2)[CH2:27]1. Procedure details: Trifluoroacetic acid (4 mL) was added to a stirred solution of tert-butyl 3-{5-[2-hydroxy-5-(trifluoromethyl)phenyl]-1H-pyrazol-1-yl}azetidine-1-carboxylate, (Preparation 857, 375 mg, 0.001 mol) in dichloromethane (10 mL) under nitrogen and the solution was stirred for 3 hours. The pink solution was evaporated and the residue dissolved in methanol and then the solvents were removed in vacuo. This was repeated a further two times. The residue was then suspended in diethyl ether and the solvents r... Reactants: C1(CCCC1)CC(C(=O)O)N1N=CC(=CC1=O)OC=1N(N=C(C1)C(F)(F)F)C (3-cyclopentyl-2-[4-(2-methyl-5-trifluoromethyl-2H-pyrazol-3-yloxy)-6-oxo-6H-pyridazin-1-yl]-propionic acid), CC1(OC[C@H](O1)CN1N=C(C=C1)N)C (1-((R)-2,2-dimethyl-[1,3]dioxolan-4-ylmethyl)-1H-pyrazol-3-ylamine), C1(CCCC1)CC(C(=O)O)N1N=CC(=CC1=O)OC=1N(N=C(C1)C(F)(F)F)C (3-cyclopentyl-2-[4-(2-methyl-5-trifluoromethyl-2H-pyrazol-3-yloxy)-6-oxo-6H-pyridazin-1-yl]-propionic acid), CC1(OC[C@H](O1)CN1N=C(C=C1)N)C (1-((R)-2,2-dimethyl-[1,3]dioxolan-4-ylmethyl)-1H-pyrazol-3-ylamine). The product is C1(CCCC1)CC(C(=O)NC1=NN(C=C1)C[C@H]1OC(OC1)(C)C)N1N=CC(=CC1=O)OC=1N(N=C(C1)C(F)(F)F)C (3-cyclopentyl-N-[1-((R)-2,2-dimethyl-[1,3]dioxolan-4-ylmethyl)-1H-pyrazol-3-yl]-2-[4-(2-methyl-5-trifluoromethyl-2H-pyrazol-3-yloxy)-6-oxo-6H-pyridazin-1-yl]-propionamide). RXN SMILES: [CH:1]1([CH2:6][CH:7]([N:11]2[C:16](=[O:17])[CH:15]=[C:14]([O:18][C:19]3[N:20]([CH3:28])[N:21]=[C:22]([C:24]([F:27])([F:26])[F:25])[CH:23]=3)[CH:13]=[N:12]2)[C:8](O)=[O:9])[CH2:5][CH2:4][CH2:3][CH2:2]1.[CH3:29][C:30]1([CH3:42])[O:34][C@H:33]([CH2:35][N:36]2[CH:40]=[CH:39][C:38]([NH2:41])=[N:37]2)[CH2:32][O:31]1>>[CH:1]1([CH2:6][CH:7]([N:11]2[C:16](=[O:17])[CH:15]=[C:14]([O:18][C:19]3[N:20]([CH3:28])[N:21]=[C:22]([C:24]([F:26])([F:25])[F:27])[CH:23]=3)[CH:13]=[N:12]2)[C:8]([NH:41][C:38]2[CH:39]=[CH:40][N:36]([CH2:35][C@@H:33]3[CH2:32][O:31][C:30]([CH3:42])([CH3:29])[O:34]3)[N:37]=2)=[O:9])[CH2:2][CH2:3][CH2:4][CH2:5]1. Procedure details: Using the method described in Example 49, 3-cyclopentyl-2-[4-(2-methyl-5-trifluoromethyl-2H-pyrazol-3-yloxy)-6-oxo-6H-pyridazin-1-yl]-propionic acid (Intermediate 81) and 1-((R)-2,2-dimethyl-[1,3]dioxolan-4-ylmethyl)-1H-pyrazol-3-ylamine (Intermediate 4) afforded 3-cyclopentyl-N-[1-((R)-2,2-dimethyl-[1,3]dioxolan-4-ylmethyl)-1H-pyrazol-3-yl]-2-[4-(2-methyl-5-trifluoromethyl-2H-pyrazol-3-yloxy)-6-oxo-6H-pyridazin-1-yl]-propionamide as an off-white solid as a mixture of diastereomers (1.27 g, 88%)... Starting materials: [Al+3], C1CCOC1, [H-], [H-], [H-], [H-], [Li+], COc1ccc2c(c1)CCC(N=[N+]=[N-])C2. Product: COc1ccc2c(c1)CCC(N)C2. RXN SMILES: [Al+3:17].[CH2:22]1[O:23][CH2:24][CH2:25][CH2:26]1.[H-:16].[H-:19].[H-:20].[H-:21].[Li+:18].[N:1](=[N+:2]=[N-:3])[CH:4]1[CH2:5][c:6]2[cH:7][cH:8][c:9]([O:14][CH3:15])[cH:10][c:11]2[CH2:12][CH2:13]1>>[NH2:1][CH:4]1[CH2:5][c:6]2[cH:7][cH:8][c:9]([O:14][CH3:15])[cH:10][c:11]2[CH2:12][CH2:13]1. The reactants are CC(=O)O, COC(=O)COc1ccc(Oc2cc(-n3c(=O)cc(C(F)(F)F)n(C)c3=O)c(F)cc2[N+](=O)[O-])cn1, [Fe], O. The product is COC(=O)COc1ccc(Oc2cc(-n3c(=O)cc(C(F)(F)F)n(C)c3=O)c(F)cc2N)cn1. As a reaction SMILES: [CH3:38][C:39](=[O:40])[OH:41].[F:2][c:3]1[cH:4][c:5]([N+:35]([O-:36])=[O:37])[c:6]([O:7][c:8]2[cH:9][cH:10][c:11]([O:14][CH2:15][C:16](=[O:17])[O:18][CH3:19])[n:12][cH:13]2)[cH:20][c:21]1-[n:22]1[c:23](=[O:34])[n:24]([CH3:33])[c:25]([C:29]([F:30])([F:31])[F:32])[cH:26][c:27]1=[O:28].[Fe:42].[OH2:1]>>[F:2][c:3]1[cH:4][c:5]([NH2:35])[c:6]([O:7][c:8]2[cH:9][cH:10][c:11]([O:14][CH2:15][C:16](=[O:17])[O:18][CH3:19])[n:12][cH:13]2)[cH:20][c:21]1-[n:22]1[c:23](=[O:34])[n:24]([CH3:33])[c:25]([C:29]([F:30])([F:31])[F:32])[cH:26][c:27]1=[O:28]. The reactants are ClCCCl, CC(C)(C)OC(=O)NC(C)(C)C(=O)NC(Cc1c[nH]c2ccccc12)C(=O)O, Cc1ccc2c(c1)C(=O)CC1(CCNCC1)O2, CN1CCOCC1, Cl, On1nnc2ccccc21. Product: Cc1ccc2c(c1)C(=O)CC1(CCN(C(=O)C(Cc3c[nH]c4ccccc34)NC(=O)C(C)(C)NC(=O)OC(C)(C)C)CC1)O2. Reaction SMILES: [CH2:64]([Cl:65])[CH2:66][Cl:67].[CH3:19][C:20]([CH3:21])([O:22][C:23](=[O:24])[NH:25][C:26]([C:27](=[O:28])[NH:29][CH:30]([C:31](=[O:32])[OH:33])[CH2:34][c:35]1[cH:36][nH:37][c:38]2[cH:39][cH:40][cH:41][cH:42][c:43]12)([CH3:44])[CH3:45])[CH3:46].[CH3:2][c:3]1[cH:4][cH:5][c:6]2[c:7]([cH:18]1)[C:8](=[O:17])[CH2:9][C:10]1([O:11]2)[CH2:12][CH2:13][NH:14][CH2:15][CH2:16]1.[CH3:57][N:58]1[CH2:59][CH2:60][O:61][CH2:62][CH2:63]1.[ClH:1].[OH:47][n:48]1[c:49]2[c:50]([cH:51][cH:52][cH:53][cH:54]2)[n:55][n:56]1>>[CH3:2][c:3]1[cH:4][cH:5][c:6]2[c:7]([cH:18]1)[C:8](=[O:17])[CH2:9][C:10]1([O:11]2)[CH2:12][CH2:13][N:14]([C:31]([CH:30]([NH:29][C:27]([C:26]([NH:25][C:23]([O:22][C:20]([CH3:19])([CH3:21])[CH3:46])=[O:24])([CH3:44])[CH3:45])=[O:28])[CH2:34][c:35]2[cH:36][nH:37][c:38]3[cH:39][cH:40][cH:41][cH:42][c:43]23)=[O:32])[CH2:15][CH2:16]1. The reactants are NC1=CC=CC(=N1)SCCCC(=O)O (4-(6-aminopyrid-2-ylthio)butyric acid), FC(CN=C=S)(F)F (2,2,2-trifluoroethylisothiocyanate), CN(C)C=O (DMF). Conditions: time 18 hour. Product: FC(CN=C(NC1=CC=CC(=N1)SCCCC(=O)O)N)(F)F (4-[6-(2-[2,2,2-trifluoroethyl]guanidino)pyrid-2-ylthio]butyric acid). Reaction SMILES: [NH2:1][C:2]1[N:7]=[C:6]([S:8][CH2:9][CH2:10][CH2:11][C:12]([OH:14])=[O:13])[CH:5]=[CH:4][CH:3]=1.[F:15][C:16]([F:22])([F:21])[CH2:17][N:18]=[C:19]=S.C[N:24](C=O)C>>[F:15][C:16]([F:22])([F:21])[CH2:17][N:18]=[C:19]([NH2:24])[NH:1][C:2]1[N:7]=[C:6]([S:8][CH2:9][CH2:10][CH2:11][C:12]([OH:14])=[O:13])[CH:5]=[CH:4][CH:3]=1. Procedure: A mixture of 4-(6-aminopyrid-2-ylthio)butyric acid (0.21 g.), DMF (3 ml.) and 2,2,2-trifluoroethylisothiocyanate (0.15 g.) was left at room temperature for 18 hours and then evaporated to dryness. A solution of the residue in methanolic ammonia was treated with yellow mercuric oxide (0.43 g.) and the mixture stirred at room temperature for 1 hour. The mixture was filtered and the filtrate evaporated to dryness and the residue treated with 2 N aqueous NaOH (5 ml.) and then filtered. The filtrate ... Reactants: N#C[Cu]C#N, FC(F)(F)c1ccc(Nc2ncnc3sc(Cc4ccccc4I)nc23)cc1, CN(C)C=O, O. The product is N#Cc1ccccc1Cc1nc2c(Nc3ccc(C(F)(F)F)cc3)ncnc2s1. RXN SMILES: [Cu:29]([C:30]#[N:31])[C:32]#[N:33].[I:1][c:2]1[c:3]([CH2:4][c:5]2[s:6][c:7]3[n:8][cH:9][n:10][c:11]([NH:14][c:15]4[cH:16][cH:17][c:18]([C:21]([F:22])([F:23])[F:24])[cH:19][cH:20]4)[c:12]3[n:13]2)[cH:25][cH:26][cH:27][cH:28]1.[O:34]=[CH:35][N:36]([CH3:37])[CH3:38].[OH2:39]>>[c:2]1([C:30]#[N:31])[c:3]([CH2:4][c:5]2[s:6][c:7]3[n:8][cH:9][n:10][c:11]([NH:14][c:15]4[cH:16][cH:17][c:18]([C:21]([F:22])([F:23])[F:24])[cH:19][cH:20]4)[c:12]3[n:13]2)[cH:25][cH:26][cH:27][cH:28]1.